Dataset: the Open Reaction Database (ORD), a public repository of structured organic reaction records. Task: describe an organic reaction: reactants, conditions, products, and yield Reactants: C(#N)S.N (ammonium rhodanide), C(C1=CC=CC=C1)(=O)Cl (benzoyl chloride), COC1=C(C=C(C=C1)C1CCOCC1)N (2-methoxy-5-(tetrahydro-pyran-4-yl)-phenylamine). The solvent is CC(=O)C (acetone). Yields the product C(C1=CC=CC=C1)(=O)NC(=S)NC1=C(C=CC(=C1)C1CCOCC1)OC (1-benzoyl-3-[2-methoxy-5-(tetrahydro-pyran-4-yl)-phenyl]-thiourea). As a reaction SMILES: [C:1]([SH:3])#[N:2].N.[C:5](Cl)(=[O:12])[C:6]1[CH:11]=[CH:10][CH:9]=[CH:8][CH:7]=1.[CH3:14][O:15][C:16]1[CH:21]=[CH:20][C:19]([CH:22]2[CH2:27][CH2:26][O:25][CH2:24][CH2:23]2)=[CH:18][C:17]=1[NH2:28]>CC(C)=O>[C:5]([NH:2][C:1]([NH:28][C:17]1[CH:18]=[C:19]([CH:22]2[CH2:27][CH2:26][O:25][CH2:24][CH2:23]2)[CH:20]=[CH:21][C:16]=1[O:15][CH3:14])=[S:3])(=[O:12])[C:6]1[CH:11]=[CH:10][CH:9]=[CH:8][CH:7]=1 |f:0.1|. Procedure details: To a solution of ammonium rhodanide in acetone is added benzoyl chloride and a solution of 2-methoxy-5-(tetrahydro-pyran-4-yl)-phenylamine (IX). The reaction is carried out under reflux for about 20 minutes. The product 1-benzoyl-3-[2-methoxy-5-(tetrahydro-pyran-4-yl)-phenyl]-thiourea (X) is isolated by conventional means. Reactants: BrC(C(=O)O)CCOCCOC (2-bromo-4-(2-methoxyethoxy)butanoic acid), NC1=NC=C(C=C1)C (2-amino-5-picoline). The product is BrC(C(=O)NC1=NC=C(C=C1)C)CCOCCOC (2-bromo-4-(2-methoxyethoxy)-N-(5-methylpyridin-2-yl)butanamide). Reaction SMILES: [Br:1][CH:2]([CH2:6][CH2:7][O:8][CH2:9][CH2:10][O:11][CH3:12])[C:3]([OH:5])=O.[NH2:13][C:14]1[CH:19]=[CH:18][C:17]([CH3:20])=[CH:16][N:15]=1>>[Br:1][CH:2]([CH2:6][CH2:7][O:8][CH2:9][CH2:10][O:11][CH3:12])[C:3]([NH:13][C:14]1[CH:19]=[CH:18][C:17]([CH3:20])=[CH:16][N:15]=1)=[O:5]. Procedure details: The title compound was prepared in a manner similar to that described for Intermediate A16 (Step 5) starting from 2-bromo-4-(2-methoxyethoxy)butanoic acid and 2-amino-5-picoline. Starting materials: C(C)N(C(CCl)=O)CC (N,N-diethylchloroacetamide), residue, OC=1C=CC=C2C(=CNC12)C[C@@H](C)N1C(C=2C(C1=O)=CC=CC2)=O ((R)-7-hydroxy-3-(2-phthalimidopropyl)indole), O (water), C([O-])([O-])=O.[K+].[K+] (potassium carbonate). Solvent: CC(=O)C (acetone). Reaction conditions: temperature 80 celsius, time 3 hour. Product: C(C)N(C(=O)COC=1C=CC=C2C(=CNC12)C[C@@H](C)N1C(C=2C(C1=O)=CC=CC2)=O)CC ((R)-7-diethylaminocarbonylmethoxy-3-(2-phthalimidopropyl)indole). RXN SMILES: [OH:1][C:2]1[CH:3]=[CH:4][CH:5]=[C:6]2[C:10]=1[NH:9][CH:8]=[C:7]2[CH2:11][C@H:12]([N:14]1[C:18](=[O:19])[C:17]2=[CH:20][CH:21]=[CH:22][CH:23]=[C:16]2[C:15]1=[O:24])[CH3:13].C(=O)([O-])[O-].[K+].[K+].[CH2:31]([N:33]([CH2:38][CH3:39])[C:34](=[O:37])[CH2:35]Cl)[CH3:32].O>CC(C)=O>[CH2:31]([N:33]([CH2:38][CH3:39])[C:34]([CH2:35][O:1][C:2]1[CH:3]=[CH:4][CH:5]=[C:6]2[C:10]=1[NH:9][CH:8]=[C:7]2[CH2:11][C@H:12]([N:14]1[C:18](=[O:19])[C:17]2=[CH:20][CH:21]=[CH:22][CH:23]=[C:16]2[C:15]1=[O:24])[CH3:13])=[O:37])[CH3:32] |f:1.2.3|. Reported procedure: A residue 10.27 g containing (R)-7-hydroxy-3-(2-phthalimidopropyl)indole was dissolved in 200 ml of acetone, and 8.00 g of potassium carbonate was added thereto. After addition of N,N-diethylchloroacetamide 15.5 ml, the solution was heated to reflux in an oil bath of 80° C. For 3 hours. After cooling down 200 ml of water was added, and a deposited crystal was collected by filtration and washed with water, whereby 9.56 g of the title compound was obtained in the form of a pale yellowish white sub... The reactants are CNC(=O)C=1C=NC(=CC1)OC1=CC2=C(CCNCC2)C=C1I (N-Methyl-6-(8-iodo-2,3,4,5-tetrahydro-1H-3-benzazepin-7-yloxy)-3-pyridinecarboxamide), (polystyrylmethyl)trimethylammonium cyanoborohydride, C1(CCC1)=O (cyclobutanone). Solvent: C(C)(=O)O (acetic acid), CO (methanol). Conditions: time 30 minute. Product: C1(CCC1)N1CCC2=C(CC1)C=C(C(=C2)OC2=CC=C(C=N2)C(=O)NC)I (6-[(3-Cyclobutyl-8-iodo-2,3,4,5-tetrahydro-1H-3-benzazepin-7-yl)oxy]-N-methyl-3-pyridinecarboxamide). RXN SMILES: [CH3:1][NH:2][C:3]([C:5]1[CH:6]=[N:7][C:8]([O:11][C:12]2[C:22]([I:23])=[CH:21][C:15]3[CH2:16][CH2:17][NH:18][CH2:19][CH2:20][C:14]=3[CH:13]=2)=[CH:9][CH:10]=1)=[O:4].[C:24]1(=O)[CH2:27][CH2:26][CH2:25]1>C(O)(=O)C.CO>[CH:24]1([N:18]2[CH2:17][CH2:16][C:15]3[CH:21]=[C:22]([I:23])[C:12]([O:11][C:8]4[N:7]=[CH:6][C:5]([C:3]([NH:2][CH3:1])=[O:4])=[CH:10][CH:9]=4)=[CH:13][C:14]=3[CH2:20][CH2:19]2)[CH2:27][CH2:26][CH2:25]1. Procedure: N-Methyl-6-(8-iodo-2,3,4,5-tetrahydro-1H-3-benzazepin-7-yloxy)-3-pyridinecarboxamide (D43) (423 mg, 1.0 mmol) was dissolved in 2.5% acetic acid in methanol (5 ml) and treated dropwise with cyclobutanone (0.11 ml, 1.5 mmol). The mixture was stirred for 30 minutes and then (polystyrylmethyl)trimethylammonium cyanoborohydride (2.0 mmol/g, 1 g, 2 mmol) was added. The reaction mixture was stirred at room temperature for 18 hours, applied to a SCX ion exchange cartridge (Varian bond-elute, 10 g) and w... Starting materials: ClC=1C(=C2C(=NC1)NC(=C2)/C(/N)=N/O)C2=CN=C(S2)C2(CCC2)OCOC ((Z)-5-chloro-N′-hydroxy-4-(2-(1-(methoxymethoxy)cyclobutyl)thiazol-5-yl)-1H-pyrrolo[2,3-b]pyridine-2-carboximidamide), C(C)(C)(C)OC(=O)N1CC(CCC1)C(=O)O (1-(tert-butoxycarbonyl)piperidine-3-carboxylic acid), CN1CCOCC1 (N-methylmorpholine), O.ON1N=NC2=C1C=CC=C2 (1-hydroxybenzotriazole hydrate), Cl.CN(CCCN=C=NCC)C (N-(3-dimethylaminopropyl)-N′-ethylcarbodiimide hydrochloride). Run in CN(C=O)C (N,N-dimethylformamide), O (water). Reaction conditions: time 3 hour. Yields the product N\C(\C1=CC=2C(=NC=C(C2C2=CN=C(S2)C2(CCC2)OCOC)Cl)N1)=N/OC(=O)C1CN(CCC1)C(=O)OC(C)(C)C ((Z)-tert-butyl 3-((amino(5-chloro-4-(2-(1-(methoxymethoxy)cyclobutyl)thiazol-5-yl)-1H-pyrrolo[2,3-b]pyridin-2-yl)methyleneaminooxy)carbonyl)piperidine-1-carboxylate). RXN SMILES: [Cl:1][C:2]1[C:3]([C:15]2[S:19][C:18]([C:20]3([O:24][CH2:25][O:26][CH3:27])[CH2:23][CH2:22][CH2:21]3)=[N:17][CH:16]=2)=[C:4]2[CH:10]=[C:9](/[C:11](=[N:13]/[OH:14])/[NH2:12])[NH:8][C:5]2=[N:6][CH:7]=1.[C:28]([O:32][C:33]([N:35]1[CH2:40][CH2:39][CH2:38][CH:37]([C:41](O)=[O:42])[CH2:36]1)=[O:34])([CH3:31])([CH3:30])[CH3:29].CN1CCOCC1.O.ON1C2C=CC=CC=2N=N1.Cl.CN(C)CCCN=C=NCC>CN(C)C=O.O>[NH2:12]/[C:11](=[N:13]\[O:14][C:41]([CH:37]1[CH2:38][CH2:39][CH2:40][N:35]([C:33]([O:32][C:28]([CH3:31])([CH3:30])[CH3:29])=[O:34])[CH2:36]1)=[O:42])/[C:9]1[NH:8][C:5]2=[N:6][CH:7]=[C:2]([Cl:1])[C:3]([C:15]3[S:19][C:18]([C:20]4([O:24][CH2:25][O:26][CH3:27])[CH2:23][CH2:22][CH2:21]4)=[N:17][CH:16]=3)=[C:4]2[CH:10]=1 |f:3.4,5.6|. Procedure: A mixture of Example 22B (0.09 g, 0.221 mmol), 1-(tert-butoxycarbonyl)piperidine-3-carboxylic acid (0.056 g, 0.243 mmol), N-methylmorpholine (0.085 mL, 0.772 mmol), and 1-hydroxybenzotriazole hydrate (0.017 g, 0.110 mmol) in N,N-dimethylformamide (2.5 mL) was treated with N-(3-dimethylaminopropyl)-N′-ethylcarbodiimide hydrochloride (0.063 g, 0.331 mmol), and the reaction was stirred at ambient temperature for 3 hours. The reaction was treated with water (15 mL), and the resulting suspension was ... Reactants: C1CCOC1, COc1ccc2c(c1)cc1n2CC(CC2CCN(Cc3ccccc3)CC2)C1=O, CI, [H-], [Na+]. The product is COc1ccc2c(c1)cc1n2CC(C)(CC2CCN(Cc3ccccc3)CC2)C1=O. Reaction SMILES: [CH2:34]1[O:35][CH2:36][CH2:37][CH2:38]1.[CH3:1][O:2][c:3]1[cH:4][c:5]2[cH:6][c:7]3[n:8]([c:9]2[cH:10][cH:11]1)[CH2:12][CH:13]([CH2:16][CH:17]1[CH2:18][CH2:19][N:20]([CH2:23][c:24]2[cH:25][cH:26][cH:27][cH:28][cH:29]2)[CH2:21][CH2:22]1)[C:14]3=[O:15].[CH3:32][I:33].[H-:31].[Na+:30]>>[CH3:1][O:2][c:3]1[cH:4][c:5]2[cH:6][c:7]3[n:8]([c:9]2[cH:10][cH:11]1)[CH2:12][C:13]([CH2:16][CH:17]1[CH2:18][CH2:19][N:20]([CH2:23][c:24]2[cH:25][cH:26][cH:27][cH:28][cH:29]2)[CH2:21][CH2:22]1)([CH3:32])[C:14]3=[O:15]. Starting materials: O=C([O-])[O-], CCOCC, CCCCCC, ClCCl, [Cs+], [Cs+], C[Si](C)(C)C#Cc1ccc(OC(F)F)cc1. Product: C#Cc1ccc(OC(F)F)cc1. Reaction SMILES: [C:17](=[O:18])([O-:19])[O-:20].[CH3:23][CH2:24][O:25][CH2:26][CH3:27].[CH3:28][CH2:29][CH2:30][CH2:31][CH2:32][CH3:33].[Cl:34][CH2:35][Cl:36].[Cs+:21].[Cs+:22].[F:1][CH:2]([O:3][c:4]1[cH:5][cH:6][c:7]([C:10]#[C:11][Si:12]([CH3:13])([CH3:14])[CH3:15])[cH:8][cH:9]1)[F:16]>>[F:1][CH:2]([O:3][c:4]1[cH:5][cH:6][c:7]([C:10]#[CH:11])[cH:8][cH:9]1)[F:16]. The reactants are CCOC(=O)COc1c(C(=O)OC)sc(-c2cccc(NC3CCNCC3)c2)c1Br, COC(=O)Cl, Cl, Cl, c1ccncc1. The product is CCOC(=O)COc1c(C(=O)OC)sc(-c2cccc(NC3CCN(C(=O)OC)CC3)c2)c1Br. Reaction SMILES: [CH3:2][O:3][C:4](=[O:5])[c:6]1[s:7][c:8](-[c:19]2[cH:20][c:21]([NH:25][CH:26]3[CH2:27][CH2:28][NH:29][CH2:30][CH2:31]3)[cH:22][cH:23][cH:24]2)[c:9]([Br:18])[c:10]1[O:11][CH2:12][C:13](=[O:14])[O:15][CH2:16][CH3:17].[Cl:32][C:33](=[O:34])[O:35][CH3:36].[ClH:1].[ClH:37].[cH:38]1[cH:39][cH:40][n:41][cH:42][cH:43]1>>[CH3:2][O:3][C:4](=[O:5])[c:6]1[s:7][c:8](-[c:19]2[cH:20][c:21]([NH:25][CH:26]3[CH2:27][CH2:28][N:29]([C:33](=[O:34])[O:35][CH3:36])[CH2:30][CH2:31]3)[cH:22][cH:23][cH:24]2)[c:9]([Br:18])[c:10]1[O:11][CH2:12][C:13](=[O:14])[O:15][CH2:16][CH3:17]. As a reaction SMILES: [Br:8][c:9]1[cH:10][cH:11][c:12]2[c:13]3[c:14]([cH:15][cH:16][cH:17][c:18]13)[C:19](=[O:23])[NH:20][C:21]2=[O:22].[CH3:24][CH2:25][OH:26].[NH2:1][CH2:2][CH2:3][CH2:4][CH2:5][CH2:6][OH:7]>>[N:1]1([CH2:2][CH2:3][CH2:4][CH2:5][CH2:6][OH:7])[C:19](=[O:23])[c:14]2[c:13]3[c:12]([cH:11][cH:10][c:9]([Br:8])[c:18]3[cH:17][cH:16][cH:15]2)[C:21]1=[O:22]. Yields the product O=C1c2cccc3c(Br)ccc(c23)C(=O)N1CCCCCO. The reactants are O=C1NC(=O)c2ccc(Br)c3cccc1c23, CCO, NCCCCCO.